From a dataset of the Open Reaction Database (ORD), a public repository of structured organic reaction records. describe an organic reaction: reactants, conditions, products, and yield Starting materials: ClCl (Chlorine), C(C)(C)(C)C=1C=C(C=O)C=CC1O (3-tert-butyl-4-hydroxybenzaldehyde), O (water). Solvent: C(C)(=O)O (acetic acid). Yields the product C(C)(C)(C)C=1C=C(C=O)C=C(C1O)Cl (3-tert-butyl-5-chloro-4-hydroxybenzaldehyde). As a reaction SMILES: [Cl:1]Cl.[C:3]([C:7]1[CH:8]=[C:9]([CH:12]=[CH:13][C:14]=1[OH:15])[CH:10]=[O:11])([CH3:6])([CH3:5])[CH3:4].O>C(O)(=O)C>[C:3]([C:7]1[CH:8]=[C:9]([CH:12]=[C:13]([Cl:1])[C:14]=1[OH:15])[CH:10]=[O:11])([CH3:6])([CH3:4])[CH3:5]. Procedure details: Chlorine gas was passed into a solution of 3-tert-butyl-4-hydroxybenzaldehyde (2.5 gm) in acetic acid (20 ml) for 1 hour. The solution was poured into water and the product collected. Recrystallisation from aqueous ethanol gave 3-tert-butyl-5-chloro-4-hydroxybenzaldehyde m.p. 123° C. Starting materials: [H-].[Al+3].[Li+].[H-].[H-].[H-] (lithium aluminium hydride), NC(C)CC1=CC=CC=C1 (Amphetamine), C(=O)OCC (ethyl formate), O (water). The solvent is C(C)OCC (diethyl ether). Reaction conditions: temperature 100 celsius. The product is C[C@@H](CC=1C=CC=CC1)NC (methamphetamine). Reaction SMILES: [NH2:1][CH:2]([CH2:4][C:5]1[CH:10]=[CH:9][CH:8]=[CH:7][CH:6]=1)[CH3:3].[H-].[Al+3].[Li+].[H-].[H-].[H-].O.[CH:18](OCC)=O>C(OCC)C>[CH3:3][C@H:2]([NH:1][CH3:18])[CH2:4][C:5]1[CH:10]=[CH:9][CH:8]=[CH:7][CH:6]=1 |f:1.2.3.4.5.6|. Procedure details: Amphetamine free base (100 mg, 0.71 mmol) was dissolved in ethyl formate (10 mL). The solution was heated under pressure in an ACE pressure reactor for 2 hours at 100° C. The reaction mixture was cooled down, and the solvent was evaporated under reduced pressure. The resulting carbamate derivative was dissolved in dried diethyl ether (5 mL). The solution was added dropwise to a suspension of lithium aluminium hydride (40.4 mg, 1.07 mmol) in diethyl ether (10 mL). The reaction mixture was refluxe...